The task is: describe an organic reaction: reactants, conditions, products, and yield. This data is from the Open Reaction Database (ORD), a public repository of structured organic reaction records. RXN SMILES: [F:1][C:2]1[CH:27]=[CH:26][C:5]([CH2:6][N:7]2[CH2:16][CH2:15][C:14]3[C:13]([N:17]([CH3:22])[S:18]([CH3:21])(=[O:20])=[O:19])=[N:12][CH:11]=[C:10]([O:23][CH3:24])[C:9]=3[C:8]2=[O:25])=[CH:4][CH:3]=1.C1C=C(Cl)C=C(C(OO)=[O:36])C=1.C(O)C>C(Cl)Cl>[F:1][C:2]1[CH:3]=[CH:4][C:5]([CH2:6][N:7]2[CH2:16][CH2:15][C:14]3[C:13]([N:17]([CH3:22])[S:18]([CH3:21])(=[O:20])=[O:19])=[N+:12]([O-:36])[CH:11]=[C:10]([O:23][CH3:24])[C:9]=3[C:8]2=[O:25])=[CH:26][CH:27]=1. Run in C(Cl)Cl (CH2Cl2). The reactants are FC1=CC=C(CN2C(C=3C(=CN=C(C3CC2)N(S(=O)(=O)C)C)OC)=O)C=C1 (N-[6-(4-fluorobenzyl)-4-methoxy-5-oxo-5,6,7,8-tetrahydro-2,6-naphthyridin-1-yl]-N-methylmethanesulfonamide), C1=CC(=CC(=C1)Cl)C(=O)OO (mCPBA), C(C)O (ethanol). Procedure: To a solution of N-[6-(4-fluorobenzyl)-4-methoxy-5-oxo-5,6,7,8-tetrahydro-2,6-naphthyridin-1-yl]-N-methylmethanesulfonamide (0.35 g, 0.89 mmol) in CH2Cl2 (10 mL) was added mCPBA (1.08 g, 6.23 mmol) in portions. After stirring for 3.5 hours at reflux, the product mixture was cooled to room temperature, 1 mL of ethanol was added, and the solution was concentrated. The residue was partitioned between CHCl3 and saturated Na2SO3. The organic layer was extracted repeatedly with saturated sodium bicarb... Product: FC1=CC=C(CN2C(C=3C(=C[N+](=C(C3CC2)N(S(=O)(=O)C)C)[O-])OC)=O)C=C1 (N-[6-(4-Fluorobenzyl)-4-methoxy-2-oxido-5-oxo-5,6,7,8-tetrahydro-2,6-naphthyridin-1-yl]-N-methylmethanesulfonamide). Conditions: time 3.5 hour. The reactants are BrC1=C(C=CC=C1)O (2-bromophenol), C([O-])([O-])=O.[Cs+].[Cs+] (cesium carbonate), ClCCOC (1-chloro-2-methoxyethane). Run in O (water), CN(C)C=O (DMF). Conditions: temperature 90 celsius. Yields the product BrC1=C(C=CC=C1)OCCOC (1-bromo-2-(2-methoxyethoxyl)benzene). Yield: 59.9%. RXN SMILES: [Br:1][C:2]1[CH:7]=[CH:6][CH:5]=[CH:4][C:3]=1[OH:8].C(=O)([O-])[O-].[Cs+].[Cs+].Cl[CH2:16][CH2:17][O:18][CH3:19]>CN(C=O)C.O>[Br:1][C:2]1[CH:7]=[CH:6][CH:5]=[CH:4][C:3]=1[O:8][CH2:16][CH2:17][O:18][CH3:19] |f:1.2.3|. Procedure details: To a solution of 2-bromophenol (500.0 mg, 2.89 mmol) in DMF (5 mL) was added cesium carbonate (2.82 g, 8.67 mmol). To this mixture was added 1-chloro-2-methoxyethane (0.26 mL, 2.89 mmol, Aldrich) and the mixture was heated at 90° C. for 4 h. After completion, the reaction mixture was diluted with water (3 mL) and extracted with ethyl acetate (2×10 mL). The organic layer was dried over sodium sulfate and concentrated under reduced pressure to get 1-bromo-2-(2-methoxyethoxyl)benzene (400 mg, 60.2%... Starting materials: C1CCOC1, COC(=O)c1cnc(Oc2ccccc2)nc1, [Li+], [OH-], O. Yields the product O=C(O)c1cnc(Oc2ccccc2)nc1. RXN SMILES: [CH2:20]1[O:21][CH2:22][CH2:23][CH2:24]1.[CH3:1][O:2][C:3](=[O:4])[c:5]1[cH:6][n:7][c:8]([O:11][c:12]2[cH:13][cH:14][cH:15][cH:16][cH:17]2)[n:9][cH:10]1.[Li+:19].[OH-:18].[OH2:25]>>[O:2]=[C:3]([OH:4])[c:5]1[cH:6][n:7][c:8]([O:11][c:12]2[cH:13][cH:14][cH:15][cH:16][cH:17]2)[n:9][cH:10]1. Starting materials: C1(CC1)N (Cyclopropylamine), C(C)(=O)O (acetic acid), C(C)(=O)O[BH-](OC(C)=O)OC(C)=O.[Na+] (sodium triacetoxyborohydride), C(=O)C1=CC=C(C=C1)C#C\C=C\C1=CC=C(C=C1)C(N(C)C(C(=O)OC)C(=O)NC)=O (1-formyl-4-[(3E)-4-(4-{[1-methoxy-3-(methylamino)-1,3-dioxopropan-2-yl](methyl)carbamoyl}phenyl)but-3-en-1-yn-1-yl]benzene), C(C)(=O)O[BH-](OC(C)=O)OC(C)=O.[Na+] (Sodium triacetoxyborohydride). Solvent: C(Cl)(Cl)Cl (chloroform), O (Water), C(Cl)(Cl)Cl (chloroform). Conditions: time 15 minute. Yields the product C1(CC1)NCC1=CC=C(C=C1)C#C\C=C\C1=CC=C(C=C1)C(N(C)C(C(=O)OC)C(=O)NC)=O (1-[(cyclopropylamino)methyl]-4-[(3E)-4-(4-{[1-methoxy-3-(methylamino)-1,3-dioxopropan-2-yl](methyl)carbamoyl}phenyl)but-3-en-1-yn-1-yl]benzene). Yield: 91.0%. As a reaction SMILES: [CH:1]1([NH2:4])[CH2:3][CH2:2]1.C(O)(=O)C.C(O[BH-](OC(=O)C)OC(=O)C)(=O)C.[Na+].[CH:23]([C:25]1[CH:30]=[CH:29][C:28]([C:31]#[C:32]/[CH:33]=[CH:34]/[C:35]2[CH:40]=[CH:39][C:38]([C:41](=[O:53])[N:42]([CH:44]([C:49]([NH:51][CH3:52])=[O:50])[C:45]([O:47][CH3:48])=[O:46])[CH3:43])=[CH:37][CH:36]=2)=[CH:27][CH:26]=1)=O>C(Cl)(Cl)Cl.O>[CH:1]1([NH:4][CH2:23][C:25]2[CH:30]=[CH:29][C:28]([C:31]#[C:32]/[CH:33]=[CH:34]/[C:35]3[CH:40]=[CH:39][C:38]([C:41](=[O:53])[N:42]([CH:44]([C:49]([NH:51][CH3:52])=[O:50])[C:45]([O:47][CH3:48])=[O:46])[CH3:43])=[CH:37][CH:36]=3)=[CH:27][CH:26]=2)[CH2:3][CH2:2]1 |f:2.3|. Procedure details: Cyclopropylamine (99 μL), acetic acid (27 μL) and sodium triacetoxyborohydride (0.10 g) were added to a chloroform (4.0 mL) suspension of 1-formyl-4-[(3E)-4-(4-{[1-methoxy-3-(methylamino)-1,3-dioxopropan-2-yl](methyl)carbamoyl}phenyl)but-3-en-1-yn-1-yl]benzene (0.20 g) as obtained in Example 22-(3), and the mixture was stirred for 1 hour and 15 minutes at room temperature. Sodium triacetoxyborohydride (0.10 g) was added, and the mixture was stirred for 1.5 hours at room temperature. Water and ch... Starting materials: O=C([O-])O, CC(C)(C)OC(=O)c1ccc(-c2ccccc2)cc1NC(=O)c1cc([N+](=O)[O-])ccc1OCc1ccccc1, CCOC(C)=O, CO, CC(=O)O, [Fe], [Na+]. Yields the product CC(C)(C)OC(=O)c1ccc(-c2ccccc2)cc1NC(=O)c1cc(N)ccc1OCc1ccccc1. Reaction SMILES: [C:40](=[O:41])([OH:42])[O-:43].[CH2:1]([c:2]1[cH:3][cH:4][cH:5][cH:6][cH:7]1)[O:8][c:9]1[c:10]([C:11](=[O:12])[NH:13][c:14]2[c:15]([C:16](=[O:17])[O:18][C:19]([CH3:20])([CH3:21])[CH3:22])[cH:23][cH:24][c:25](-[c:27]3[cH:28][cH:29][cH:30][cH:31][cH:32]3)[cH:26]2)[cH:33][c:34]([N+:37]([O-:38])=[O:39])[cH:35][cH:36]1.[CH3:45][CH2:46][O:47][C:48](=[O:49])[CH3:50].[CH3:51][OH:52].[CH3:53][C:54](=[O:55])[OH:56].[Fe:57].[Na+:44]>>[CH2:1]([c:2]1[cH:3][cH:4][cH:5][cH:6][cH:7]1)[O:8][c:9]1[c:10]([C:11](=[O:12])[NH:13][c:14]2[c:15]([C:16](=[O:17])[O:18][C:19]([CH3:20])([CH3:21])[CH3:22])[cH:23][cH:24][c:25](-[c:27]3[cH:28][cH:29][cH:30][cH:31][cH:32]3)[cH:26]2)[cH:33][c:34]([NH2:37])[cH:35][cH:36]1. The product is O=C(O)c1ccc(C2C=CCC2)cc1Nc1ccc(F)cc1. The reactants are CC(C)(C)OC(=O)c1ccc(C2C=CCC2)cc1Nc1ccc(F)cc1, O=C(O)C(F)(F)F. As a reaction SMILES: [CH:1]1([c:6]2[cH:7][c:8]([NH:19][c:20]3[cH:21][cH:22][c:23]([F:26])[cH:24][cH:25]3)[c:9]([C:10](=[O:11])[O:12][C:13]([CH3:14])([CH3:15])[CH3:16])[cH:17][cH:18]2)[CH:2]=[CH:3][CH2:4][CH2:5]1.[OH:27][C:28]([C:29]([F:30])([F:31])[F:32])=[O:33]>>[CH:1]1([c:6]2[cH:7][c:8]([NH:19][c:20]3[cH:21][cH:22][c:23]([F:26])[cH:24][cH:25]3)[c:9]([C:10](=[O:11])[OH:12])[cH:17][cH:18]2)[CH:2]=[CH:3][CH2:4][CH2:5]1.